Task: describe an organic reaction: reactants, conditions, products, and yield. Dataset: the Open Reaction Database (ORD), a public repository of structured organic reaction records Reactants: O=C(CN1CCNCC1)c1ccccc1, COc1ccc(C(=O)CCl)cc1, Cl, Cl, [K+], [K+], O=C([O-])[O-], CN(C)C=O. Product: COc1ccc(C(=O)CN2CCN(CC(=O)c3ccccc3)CC2)cc1, Cl, Cl. RXN SMILES: [CH2:15]([C:16](=[O:17])[c:18]1[cH:19][cH:20][cH:21][cH:22][cH:23]1)[N:24]1[CH2:25][CH2:26][NH:27][CH2:28][CH2:29]1.[Cl:1][CH2:2][C:3](=[O:4])[c:5]1[cH:6][cH:7][c:8]([O:11][CH3:12])[cH:9][cH:10]1.[ClH:13].[ClH:14].[K+:30].[K+:31].[O-:32][C:33]([O-:34])=[O:35].[O:36]=[CH:37][N:38]([CH3:39])[CH3:40]>>[CH2:2]([C:3](=[O:4])[c:5]1[cH:6][cH:7][c:8]([O:11][CH3:12])[cH:9][cH:10]1)[N:27]1[CH2:26][CH2:25][N:24]([CH2:15][C:16](=[O:17])[c:18]2[cH:19][cH:20][cH:21][cH:22][cH:23]2)[CH2:29][CH2:28]1.[ClH:13].[ClH:1]. Reactants: [N-]=[N+]=[N-].[Na+] (sodium azide), [Cl-].[NH4+] (ammonium chloride), S1C(=NC=C1)C1=CN=C2N1C=C(C=C2)C=2C(=NN(C2)C(C2=CC=CC=C2)(C2=CC=CC=C2)C2=CC=CC=C2)C2=CC=C(S2)C#N (5-[4-(3-thiazol-2-yl-imidazo[1,2-a]pyridin-6-yl)-1-trityl-1H-pyrazol-3-yl]-thiophen-2-carbonitrile), [N-]=[N+]=[N-].[Na+] (sodium azide), [Cl-].[NH4+] (ammonium chloride), O (Water). The solvent is CN(C=O)C (N,N-dimethylformamide). Run at temperature 100 celsius, time 18 hour. Product: N1N=NN=C1C1=CC=C(S1)C1=NN(C=C1C=1C=CC=2N(C1)C(=CN2)C=2SC=CN2)C(C2=CC=CC=C2)(C2=CC=CC=C2)C2=CC=CC=C2 (6-{3-[5-(1H-Tetrazol-5-yl)-thiophen-2-yl]-1-trityl-1H-pyrazol-4-yl}-3-thiazol-2-yl-imidazo[1,2-a]pyridine). The yield is 56.1%. As a reaction SMILES: [S:1]1[CH:5]=[CH:4][N:3]=[C:2]1[C:6]1[N:10]2[CH:11]=[C:12]([C:15]3[C:16]([C:39]4[S:43][C:42]([C:44]#[N:45])=[CH:41][CH:40]=4)=[N:17][N:18]([C:20]([C:33]4[CH:38]=[CH:37][CH:36]=[CH:35][CH:34]=4)([C:27]4[CH:32]=[CH:31][CH:30]=[CH:29][CH:28]=4)[C:21]4[CH:26]=[CH:25][CH:24]=[CH:23][CH:22]=4)[CH:19]=3)[CH:13]=[CH:14][C:9]2=[N:8][CH:7]=1.[N-:46]=[N+:47]=[N-:48].[Na+].[Cl-].[NH4+].O>CN(C)C=O>[NH:46]1[C:44]([C:42]2[S:43][C:39]([C:16]3[C:15]([C:12]4[CH:13]=[CH:14][C:9]5[N:10]([C:6]([C:2]6[S:1][CH:5]=[CH:4][N:3]=6)=[CH:7][N:8]=5)[CH:11]=4)=[CH:19][N:18]([C:20]([C:33]4[CH:34]=[CH:35][CH:36]=[CH:37][CH:38]=4)([C:27]4[CH:32]=[CH:31][CH:30]=[CH:29][CH:28]=4)[C:21]4[CH:22]=[CH:23][CH:24]=[CH:25][CH:26]=4)[N:17]=3)=[CH:40][CH:41]=2)=[N:45][N:48]=[N:47]1 |f:1.2,3.4|. Procedure details: 100 mg 5-[4-(3-thiazol-2-yl-imidazo[1,2-a]pyridin-6-yl)-1-trityl-1H-pyrazol-3-yl]-thiophen-2-carbonitrile (compound in Example 440) was dissolved in 3 mL N,N-dimethylformamide, and 12 mg sodium azide and 9.5 mg ammonium chloride were added thereto and stirred at 100° C. for 18 hours in a stream of nitrogen. 24 mg sodium azide and 19 mg ammonium chloride were further added thereto and stirred for additional 24 hours. Water was added to the reaction solution which was then extracted with ethyl ace... Starting materials: C(C)(C)(C)OC(=O)NCC(CN1C(=CC=2C1=NC(=CC2)C(=O)OCC)C(=O)OCC)(C)C (diethyl 1-{3-[(tert-butoxycarbonyl)amino]-2,2-dimethylpropyl}-1H-pyrrolo[2,3-b]pyridine-2,6-dicarboxylate), C(=O)(C(F)(F)F)O (TFA). Run in C(Cl)Cl (CH2Cl2). Reaction conditions: time 4 hour. Yields the product NCC(CN1C(=CC=2C1=NC(=CC2)C(=O)OCC)C(=O)OCC)(C)C (Diethyl 1-(3-amino-2,2-dimethylpropyl)-1H-pyrrolo[2,3-b]pyridine-2,6-dicarboxylate). The yield is 101.2%. RXN SMILES: C(OC([NH:8][CH2:9][C:10]([CH3:32])([CH3:31])[CH2:11][N:12]1[C:16]2=[N:17][C:18]([C:21]([O:23][CH2:24][CH3:25])=[O:22])=[CH:19][CH:20]=[C:15]2[CH:14]=[C:13]1[C:26]([O:28][CH2:29][CH3:30])=[O:27])=O)(C)(C)C.C(O)(C(F)(F)F)=O>C(Cl)Cl>[NH2:8][CH2:9][C:10]([CH3:31])([CH3:32])[CH2:11][N:12]1[C:16]2=[N:17][C:18]([C:21]([O:23][CH2:24][CH3:25])=[O:22])=[CH:19][CH:20]=[C:15]2[CH:14]=[C:13]1[C:26]([O:28][CH2:29][CH3:30])=[O:27]. Reported procedure: To a solution of diethyl 1-{3-[(tert-butoxycarbonyl)amino]-2,2-dimethylpropyl}-1H-pyrrolo[2,3-b]pyridine-2,6-dicarboxylate (4.20 g, 9.39 mmol) in CH2Cl2 (20 mL) is added TFA (10 mL). The mixture is stirred at room temperature for 4 hr. The solvent is evaporated and the residue is partitioned between ethyl acetate and saturated NaHCO3 solution. The layers are separated and the aqueous layer is further extracted with ethyl acetate. The combined organic phases are washed with brine, and are dried (... Starting materials: OC1=CC=C(C=C1)C1=CC=C(C=C1)C(=O)O (4′-hydroxy-4-biphenylcarboxylic acid), [OH-].[K+] (potassium hydroxide), C(C=CC)Cl (crotyl chloride). Run in C(C)O (ethanol), C(C)O (ethanol). Run at time 30 minute. Yields the product C(C=CC)OC1=CC=C(C=C1)C1=CC=C(C=C1)C(=O)O (4′-(2-butenyloxy)-4-biphenylcarboxylic acid). The yield is 49.2%. Reaction SMILES: [OH:1][C:2]1[CH:7]=[CH:6][C:5]([C:8]2[CH:13]=[CH:12][C:11]([C:14]([OH:16])=[O:15])=[CH:10][CH:9]=2)=[CH:4][CH:3]=1.[OH-].[K+].[CH2:19](Cl)[CH:20]=[CH:21][CH3:22]>C(O)C>[CH2:19]([O:1][C:2]1[CH:3]=[CH:4][C:5]([C:8]2[CH:13]=[CH:12][C:11]([C:14]([OH:16])=[O:15])=[CH:10][CH:9]=2)=[CH:6][CH:7]=1)[CH:20]=[CH:21][CH3:22] |f:1.2|. Procedure details: 8.6 g of 4′-hydroxy-4-biphenylcarboxylic acid was added to hydrous ethanol containing 5.3 g of potassium hydroxide dissolved therein, followed by stirring at room temperature for 30 minutes. While heating at reflux, 5.5 g of crotyl chloride was added dropwise, followed by heating at reflux for 2 hours. After the completion of the reaction, ethanol was distilled off under reduced pressure and 50 ml of 18% HCl was added to deposit a crystal. The deposited crystal was collected by filtration, washe... Reactants: Br, O=C([O-])O, CC1=NN(c2ccc3c(c2)CCC3)C(=O)C1, CCO, Cl, O=N[O-], Nc1cccc(-c2ccc(C(=O)O)o2)c1O, [Na+], [Na+]. The product is CC1=NN(c2ccc3c(c2)CCC3)C(=O)C1=NNc1cccc(-c2ccc(C(=O)O)o2)c1O. Reaction SMILES: [BrH:1].[C:38](=[O:39])([OH:40])[O-:41].[CH2:22]1[CH2:23][CH2:24][c:25]2[cH:26][c:27]([N:31]3[N:32]=[C:33]([CH3:37])[CH2:34][C:35]3=[O:36])[cH:28][cH:29][c:30]21.[CH3:44][CH2:45][OH:46].[ClH:43].[N:18]([O-:19])=[O:20].[NH2:2][c:3]1[c:4]([OH:17])[c:5](-[c:9]2[cH:10][cH:11][c:12]([C:14](=[O:15])[OH:16])[o:13]2)[cH:6][cH:7][cH:8]1.[Na+:21].[Na+:42]>>[NH:2]([c:3]1[c:4]([OH:17])[c:5](-[c:9]2[cH:10][cH:11][c:12]([C:14](=[O:15])[OH:16])[o:13]2)[cH:6][cH:7][cH:8]1)[N:18]=[C:34]1[C:33]([CH3:37])=[N:32][N:31]([c:27]2[cH:26][c:25]3[c:30]([cH:29][cH:28]2)[CH2:22][CH2:23][CH2:24]3)[C:35]1=[O:36].